Dataset: the Open Reaction Database (ORD), a public repository of structured organic reaction records. Task: describe an organic reaction: reactants, conditions, products, and yield Reactants: C1CCOC1, [Li]CCCC, CCCCCC, Fc1cc(-c2nc(N3CCCCCC3)c3sccc3n2)c(F)cc1Cl, O=C(O)CC(O)(CC(=O)O)C(=O)O. The product is O=C(O)c1cc2nc(-c3cc(F)c(Cl)cc3F)nc(N3CCCCCC3)c2s1. Reaction SMILES: [CH2:50]1[O:51][CH2:52][CH2:53][CH2:54]1.[CH2:7]([Li:8])[CH2:9][CH2:10][CH3:11].[CH3:1][CH2:2][CH2:3][CH2:4][CH2:5][CH3:6].[N:12]1([c:19]2[c:20]3[c:21]([n:22][c:23](-[c:25]4[c:26]([F:33])[cH:27][c:28]([Cl:32])[c:29]([F:31])[cH:30]4)[n:24]2)[cH:34][cH:35][s:36]3)[CH2:13][CH2:14][CH2:15][CH2:16][CH2:17][CH2:18]1.[OH:37][C:38](=[O:39])[CH2:40][C:41]([C:42](=[O:43])[OH:44])([CH2:45][C:46](=[O:47])[OH:48])[OH:49]>>[N:12]1([c:19]2[c:20]3[c:21]([n:22][c:23](-[c:25]4[c:26]([F:33])[cH:27][c:28]([Cl:32])[c:29]([F:31])[cH:30]4)[n:24]2)[cH:34][c:35]([C:38](=[O:37])[OH:39])[s:36]3)[CH2:13][CH2:14][CH2:15][CH2:16][CH2:17][CH2:18]1. Starting materials: solution, Cl (HCl), C(C)(C)(C)OC(=O)N1CCN(CC1)CC1N(CCCC1)C (4-(1-methylpiperidin-2-ylmethyl)piperazine-1-carboxylic acid tert-butyl ester). Run in O1CCOCC1 (dioxane), O1CCOCC1 (dioxane). Reaction conditions: time 48 hour. The product is CN1C(CCCC1)CN1CCNCC1 (1-(1-methylpiperidin-2-ylmethyl)-piperazine). Isolated yield 133.3%. As a reaction SMILES: Cl.C(OC([N:9]1[CH2:14][CH2:13][N:12]([CH2:15][CH:16]2[CH2:21][CH2:20][CH2:19][CH2:18][N:17]2[CH3:22])[CH2:11][CH2:10]1)=O)(C)(C)C>O1CCOCC1>[CH3:22][N:17]1[CH2:18][CH2:19][CH2:20][CH2:21][CH:16]1[CH2:15][N:12]1[CH2:13][CH2:14][NH:9][CH2:10][CH2:11]1. Procedure details: 1 ml of a 4M solution of HCl in dioxane is added to a solution of 3.28 g of the compound obtained in step 6.3, in 1 ml of dioxane. The medium is stirred at AT for 48 h. The medium is filtered, and the solid is rinsed with ether and then dried, to give 2.9 g of the desired compound. Starting materials: C(#N)CC(=O)O (Cyanoacetic acid), C(CC)O (1-propanol), O.C1(=CC=C(C=C1)S(=O)(=O)O)C (p-toluenesulfonic acid monohydrate). Reaction conditions: temperature 105 celsius. The product is C(#N)CC(=O)OCCC (n-Propyl Cyanoacetate). RXN SMILES: [C:1]([CH2:3][C:4]([OH:6])=[O:5])#[N:2].[CH2:7](O)[CH2:8][CH3:9].O.C1(C)C=CC(S(O)(=O)=O)=CC=1>>[C:1]([CH2:3][C:4]([O:6][CH2:7][CH2:8][CH3:9])=[O:5])#[N:2] |f:2.3|. Reported procedure: Cyanoacetic acid (85.5 g; 1.0 mol), 1-propanol (120 g; 2.0 mol) and p-toluenesulfonic acid monohydrate (1.00 g; 0.005 mol) were introduced into a 500 ml flask. The mixture was slowly heated to a maximum of 105° C. while collecting distillates at 88-90° C. The pressure was reduced so that the flask was maintained at 105-110° C. and the distillates were collected continuously, and the propanol was returned to the flask. After distilling off the unreacted propanol, the n-propyl cyanoacetate (bp 100... Yields the product C(CC)[C@@H]1CC[C@H](CC1)[C@@H]1CC[C@H](CC1)C1=CC(=C(CO)C=C1)F (4-[trans-4-(trans-4-propylcyclohexyl)cyclohexyl]-2-fluorobenzyl alcohol). Procedure details: 7.8 g of 4-[trans-4-(trans-4-propylcyclohexyl)cyclohexyl]-2-fluorobenzoic acid are added to a suspension of 4.5 g of lithium aluminium hydride in 150 ml of dry ether and the mixture is stirred under reflux for 23 hrs. The suspension is cooled to 0° C., treated cautiously with 40 ml of water and then with 150 ml of 3N sulfuric acid, extracted with ether and the organic phase is dried over sodium sulfate, filtered and the filtrate is evaporated. Chromatography of the residue on silica gel with met... RXN SMILES: [CH2:1]([C@H:4]1[CH2:9][CH2:8][C@H:7]([C@H:10]2[CH2:15][CH2:14][C@H:13]([C:16]3[CH:24]=[CH:23][C:19]([C:20](O)=[O:21])=[C:18]([F:25])[CH:17]=3)[CH2:12][CH2:11]2)[CH2:6][CH2:5]1)[CH2:2][CH3:3].[H-].[Al+3].[Li+].[H-].[H-].[H-].O>CCOCC>[CH2:1]([C@H:4]1[CH2:9][CH2:8][C@H:7]([C@H:10]2[CH2:11][CH2:12][C@H:13]([C:16]3[CH:24]=[CH:23][C:19]([CH2:20][OH:21])=[C:18]([F:25])[CH:17]=3)[CH2:14][CH2:15]2)[CH2:6][CH2:5]1)[CH2:2][CH3:3] |f:1.2.3.4.5.6|. Reaction conditions: temperature 0 celsius. The solvent is CCOCC (ether). Starting materials: C(CC)[C@@H]1CC[C@H](CC1)[C@@H]1CC[C@H](CC1)C1=CC(=C(C(=O)O)C=C1)F (4-[trans-4-(trans-4-propylcyclohexyl)cyclohexyl]-2-fluorobenzoic acid), [H-].[Al+3].[Li+].[H-].[H-].[H-] (lithium aluminium hydride), O (water). Starting materials: ClC1=C(C(=CC(=C1)Cl)Cl)N1NC(=C2C1=NC(=NC2=O)CC2=CC(=CC=C2)OC)C(C)C (1-(2,4,6-trichlorophenyl)-3-isopropyl-6-(3-methoxybenzyl)pyrazolo[3,4-d]pyrimidin-4-one), B(Br)(Br)Br (boron tribromide). Solvent: C(Cl)Cl (CH2Cl2), C(Cl)Cl (CH2Cl2). Reaction conditions: time 1 hour. Product: ClC1=C(C(=CC(=C1)Cl)Cl)N1NC(=C2C1=NC(=NC2=O)CC2=CC(=CC=C2)O)C(C)C (1-(2,4,6-trichlorophenyl)-3-isopropyl-6-(3-hydroxybenzyl)pyrazolo[3,4-d]pyrimidin-4-one). Isolated yield 97.0%. As a reaction SMILES: [Cl:1][C:2]1[CH:7]=[C:6]([Cl:8])[CH:5]=[C:4]([Cl:9])[C:3]=1[N:10]1[C:14]2=[N:15][C:16]([CH2:20][C:21]3[CH:26]=[CH:25][CH:24]=[C:23]([O:27]C)[CH:22]=3)=[N:17][C:18](=[O:19])[C:13]2=[C:12]([CH:29]([CH3:31])[CH3:30])[NH:11]1.B(Br)(Br)Br>C(Cl)Cl>[Cl:1][C:2]1[CH:7]=[C:6]([Cl:8])[CH:5]=[C:4]([Cl:9])[C:3]=1[N:10]1[C:14]2=[N:15][C:16]([CH2:20][C:21]3[CH:26]=[CH:25][CH:24]=[C:23]([OH:27])[CH:22]=3)=[N:17][C:18](=[O:19])[C:13]2=[C:12]([CH:29]([CH3:31])[CH3:30])[NH:11]1. Reported procedure: To a stirred solution of 65 mg (0.14 mmol) of 1-(2,4,6-trichlorophenyl)-3-isopropyl-6-(3-methoxybenzyl)pyrazolo[3,4-d]pyrimidin-4-one in 1 mL of CH2Cl2 was added 1 mL(1 mmol ) of 1 M boron tribromide in CH2Cl2. The solution was stirred 1 h at ambient temperature and then cooled to 0° C. The reaction was quenched with 4 mL of 1 M aq. HCl. The mixture was poured into water and extracted with 1:1 THF-EtOAc. The organic extract was washed with brine, dried (MgSO4), and concentrated under reduced pre... Yields the product C1OC=2C=C(C=CC2OC1)C=[N+]([O-])C(C)C (α-(3,4-Ethylenedioxyphenyl)-N-isopropylnitrone). Reaction SMILES: [CH2:1]1[CH2:12][O:11][C:10]2[CH:9]=[CH:8][C:5]([CH:6]=O)=[CH:4][C:3]=2[O:2]1.[CH:13]([NH:16][OH:17])([CH3:15])[CH3:14]>>[CH2:1]1[CH2:12][O:11][C:10]2[CH:9]=[CH:8][C:5]([CH:6]=[N+:16]([CH:13]([CH3:15])[CH3:14])[O-:17])=[CH:4][C:3]=2[O:2]1. Procedure: The title compound was prepared according to the procedure described in Example 11 using 3,4-ethylenedioxybenzaldehyde and N-isopropylhydroxylamine. The crude produce was purified by column chromatography over silica gel using ethyl acetate as the eluant. The title compound was isolated in 53% yield as a solid, m.p. 108.8° C. (Rf =0.31 on a silica gel plate using EtOAc as the eluant). Reactants: C1OC=2C=C(C=O)C=CC2OC1 (3,4-ethylenedioxybenzaldehyde), C(C)(C)NO (N-isopropylhydroxylamine). Reactants: BrBr (bromine), CN(C=O)C (dimethylformamide), C1(=CC=CC=C1)P(C1=CC=CC=C1)C1=CC=CC=C1 (triphenylphosphine), CN(C=O)C (dimethylformamide), OC=1C(=C(C2=C(SC(O2)CCCO)C1C)C)C (3-(5-Hydroxy-4,6,7-trimethyl-1,3-benzoxathiole-2-yl)-propanol). Product: BrCCCC1OC2=C(S1)C(=C(C(=C2C)C)OC=O)C (2-(3-bromopropyl)-5-formyloxy-4,6,7-trimethyl-1,3-benzoxathiole). RXN SMILES: C1(P(C2C=CC=CC=2)C2C=CC=CC=2)C=CC=CC=1.[Br:20]Br.[OH:22][C:23]1[C:24]([CH3:38])=[C:25]([CH3:37])[C:26]2[O:30][CH:29]([CH2:31][CH2:32][CH2:33]O)[S:28][C:27]=2[C:35]=1[CH3:36].CN(C)[CH:41]=[O:42]>>[Br:20][CH2:33][CH2:32][CH2:31][CH:29]1[S:28][C:27]2[C:35]([CH3:36])=[C:23]([O:22][CH:41]=[O:42])[C:24]([CH3:38])=[C:25]([CH3:37])[C:26]=2[O:30]1. Procedure details: 1.5 g of triphenylphosphine was dissolved in 3 ml of dimethylformamide, and then a solution of 0.9 of bromine in 2 ml of dimethylformamide was added dropwise. The mixture was allowed to react for 30 minutes at room temperature, after which 0.5 g of 3-(5-hydroxy-4,6,7-trimethyl-1,3-benzoxathiole-2-yl)propanol (prepared as described in Example 71) was added. The reaction mixture was allowed to react for a further 20 hours at room temperature. The same treatment and separation procedures as describ... The reactants are Cl (hydrochloric acid), O (water), C(=O)NC(CC1(CCC1)C1=CC=C(C=C1)Cl)C (N-formyl-2-[1-(4-chlorophenyl)cyclobutyl]-1-methylethylamine). Run in CCOCC (ether). Yields the product ClC1=CC=C(C=C1)C1(CCC1)CC(C)N (2-[1-(4-chlorophenyl)cyclobutyl]-1-methylethylamine). RXN SMILES: C([NH:3][CH:4]([CH3:17])[CH2:5][C:6]1([C:10]2[CH:15]=[CH:14][C:13]([Cl:16])=[CH:12][CH:11]=2)[CH2:9][CH2:8][CH2:7]1)=O.Cl.O>CCOCC>[Cl:16][C:13]1[CH:12]=[CH:11][C:10]([C:6]2([CH2:5][CH:4]([NH2:3])[CH3:17])[CH2:9][CH2:8][CH2:7]2)=[CH:15][CH:14]=1. Procedure: N-formyl-2-[1-(4-chlorophenyl)cyclobutyl]-1-methylethylamine (11.06 g) prepared as described above was heated under reflux for six hours with a mixture of concentrated hydrochloric acid (34 ml), water (34 ml) and diethyleneglycoldimethyl ether (40 ml). The mixture was cooled, washed with ether and basified with aqueous sodium hydroxide. The basified solution was extracted into ether, washed with water, dried, evaporated and distilled to give 2-[1-(4-chlorophenyl)cyclobutyl]-1-methylethylamine (b...